Dataset: the Open Reaction Database (ORD), a public repository of structured organic reaction records. Task: describe an organic reaction: reactants, conditions, products, and yield Procedure: 4-Amino-5-chloro-2-methoxy-N-(piperidin-4-ylmethyl)benzamide dihydrochloride (0.51 g) as starting compound, potassium carbonate (0.77 g) and 6-bromo-1-(3,4-dichlorophenyl)-1-hexanone (0.45 g) were reacted and treated in the same manner as in Example 172 to give 50 mg of 4-amino-5-chloro-N-((1-(6-(3,4-dichlorophenyl)-6-oxohexyl)piperidin-4-yl)-methyl)-2-methoxybenzamide. Yield: 6.7%. RXN SMILES: Cl.Cl.[NH2:3][C:4]1[C:19]([Cl:20])=[CH:18][C:7]([C:8]([NH:10][CH2:11][CH:12]2[CH2:17][CH2:16][NH:15][CH2:14][CH2:13]2)=[O:9])=[C:6]([O:21][CH3:22])[CH:5]=1.C(=O)([O-])[O-].[K+].[K+].Br[CH2:30][CH2:31][CH2:32][CH2:33][CH2:34][C:35]([C:37]1[CH:42]=[CH:41][C:40]([Cl:43])=[C:39]([Cl:44])[CH:38]=1)=[O:36]>>[NH2:3][C:4]1[C:19]([Cl:20])=[CH:18][C:7]([C:8]([NH:10][CH2:11][CH:12]2[CH2:13][CH2:14][N:15]([CH2:30][CH2:31][CH2:32][CH2:33][CH2:34][C:35]([C:37]3[CH:42]=[CH:41][C:40]([Cl:43])=[C:39]([Cl:44])[CH:38]=3)=[O:36])[CH2:16][CH2:17]2)=[O:9])=[C:6]([O:21][CH3:22])[CH:5]=1 |f:0.1.2,3.4.5|. Reactants: Cl.Cl.NC1=CC(=C(C(=O)NCC2CCNCC2)C=C1Cl)OC (4-Amino-5-chloro-2-methoxy-N-(piperidin-4-ylmethyl)benzamide dihydrochloride), C([O-])([O-])=O.[K+].[K+] (potassium carbonate), BrCCCCCC(=O)C1=CC(=C(C=C1)Cl)Cl (6-bromo-1-(3,4-dichlorophenyl)-1-hexanone). The product is NC1=CC(=C(C(=O)NCC2CCN(CC2)CCCCCC(=O)C2=CC(=C(C=C2)Cl)Cl)C=C1Cl)OC (4-amino-5-chloro-N-((1-(6-(3,4-dichlorophenyl)-6-oxohexyl)piperidin-4-yl)-methyl)-2-methoxybenzamide). Reactants: CC(=O)O, CCO, Cc1nc2c(-c3ccncc3)nc(Nc3cc(Cl)ccc3[N+](=O)[O-])nc2n1C1CCOCC1, [Fe], [NH4+], [OH-], O. The product is Cc1nc2c(-c3ccncc3)nc(Nc3cc(Cl)ccc3N)nc2n1C1CCOCC1. As a reaction SMILES: [CH3:34][C:35](=[O:36])[OH:37].[CH3:42][CH2:43][OH:44].[Cl:1][c:2]1[cH:3][cH:4][c:5]([N+:31]([O-:32])=[O:33])[c:6]([NH:8][c:9]2[n:10][c:11](-[c:25]3[cH:26][cH:27][n:28][cH:29][cH:30]3)[c:12]3[n:13][c:14]([CH3:24])[n:15]([CH:18]4[CH2:19][CH2:20][O:21][CH2:22][CH2:23]4)[c:16]3[n:17]2)[cH:7]1.[Fe:41].[NH4+:39].[OH-:40].[OH2:38]>>[Cl:1][c:2]1[cH:3][cH:4][c:5]([NH2:31])[c:6]([NH:8][c:9]2[n:10][c:11](-[c:25]3[cH:26][cH:27][n:28][cH:29][cH:30]3)[c:12]3[n:13][c:14]([CH3:24])[n:15]([CH:18]4[CH2:19][CH2:20][O:21][CH2:22][CH2:23]4)[c:16]3[n:17]2)[cH:7]1. As a reaction SMILES: [CH2:1]([c:2]1[cH:3][cH:4][cH:5][cH:6][cH:7]1)[O:8][c:9]1[cH:10][cH:11][c:12]([CH2:15][c:16]2[n:17][c:18]3[c:19]([n:20]2[CH2:21][CH:22]2[CH2:23][CH2:24]2)[cH:25][cH:26][c:27]([C:29]#[N:30])[cH:28]3)[n:13][cH:14]1.[CH3:31][CH2:32][OH:33]>>[OH:8][c:9]1[cH:10][cH:11][c:12]([CH2:15][c:16]2[n:17][c:18]3[c:19]([n:20]2[CH2:21][CH:22]2[CH2:23][CH2:24]2)[cH:25][cH:26][c:27]([C:29]#[N:30])[cH:28]3)[n:13][cH:14]1. Reactants: N#Cc1ccc2c(c1)nc(Cc1ccc(OCc3ccccc3)cn1)n2CC1CC1, CCO. The product is N#Cc1ccc2c(c1)nc(Cc1ccc(O)cn1)n2CC1CC1. Reactants: FC(C(=CCl)C1=CC=C(C=C1)OCC)(F)F (1,1,1-trifluoro-2-(4-ethoxyphenyl)-3-chloroprop-2-ene), [H-].[Na+] (Sodium hydride), FC(C(C1=CC(=CC=C1)OC1=CC=CC=C1)O)(F)F (α-trifluoromethyl-3-phenoxybenzyl alcohol), C(C)(=O)O (acetic acid). Run in CN(C=O)C (dimethylformamide), CN(C=O)C (dimethylformamide). Run at temperature -40 celsius, time 6 hour. Product: FC(C(=COC(C1=CC(=CC=C1)OC1=CC=CC=C1)C(F)(F)F)C1=CC=C(C=C1)OCC)(F)F (1,1,1-Trifluoro-2-(4-ethoxyphenyl)-3-[(RS)-α-trifluoromethyl-3-phenoxybenzyloxy]prop-2-ene). As a reaction SMILES: [H-].[Na+].[F:3][C:4]([F:21])([F:20])[CH:5]([OH:19])[C:6]1[CH:11]=[CH:10][CH:9]=[C:8]([O:12][C:13]2[CH:18]=[CH:17][CH:16]=[CH:15][CH:14]=2)[CH:7]=1.[F:22][C:23]([F:37])([F:36])[C:24]([C:27]1[CH:32]=[CH:31][C:30]([O:33][CH2:34][CH3:35])=[CH:29][CH:28]=1)=[CH:25]Cl.C(O)(=O)C>CN(C)C=O>[F:22][C:23]([F:36])([F:37])[C:24]([C:27]1[CH:32]=[CH:31][C:30]([O:33][CH2:34][CH3:35])=[CH:29][CH:28]=1)=[CH:25][O:19][CH:5]([C:4]([F:20])([F:21])[F:3])[C:6]1[CH:11]=[CH:10][CH:9]=[C:8]([O:12][C:13]2[CH:18]=[CH:17][CH:16]=[CH:15][CH:14]=2)[CH:7]=1 |f:0.1|. Reported procedure: Sodium hydride (0.11 g of a 50% dispersion in oil) was added to a stirred solution of α-trifluoromethyl-3-phenoxybenzyl alcohol (0.6 g, prepared according to the method of UK Patent Specification No. 1,561,575) in dry dimethylformamide. After effervescence had subsided, the resulting mixture was added dropwise to a stirred solution of EZ-1,1,1-trifluoro-2-(4-ethoxyphenyl)-3-chloroprop-2-ene (1.12 g) in dry dimethylformamide (10 cm3), the temperature of the reaction mixture being maintained at -4... Reactants: O=C(CBr)OCc1ccccc1, Cn1cnc(C(=O)N(Cc2cccc(OC(F)(F)F)c2)CC2C3CN(C(=O)OC(C)(C)C)CC32)c1, O=C([O-])[O-], CC[N+](CC)(CC)CC, [Cl-], [K+], [K+], CN(C)C=O. RXN SMILES: [Br:42][CH2:43][C:44](=[O:45])[O:46][CH2:47][c:48]1[cH:49][cH:50][cH:51][cH:52][cH:53]1.[C:1]([O:2][C:3](=[O:4])[N:8]1[CH2:9][CH:10]2[CH:11]([CH2:14][N:15]([CH2:16][c:17]3[cH:18][c:19]([O:23][C:24]([F:25])([F:26])[F:27])[cH:20][cH:21][cH:22]3)[C:28](=[O:29])[c:30]3[n:31][cH:32][n:33]([CH3:35])[cH:34]3)[CH:12]2[CH2:13]1)([CH3:5])([CH3:6])[CH3:7].[C:36](=[O:37])([O-:38])[O-:39].[CH2:60]([N+:61]([CH2:62][CH3:63])([CH2:64][CH3:65])[CH2:66][CH3:67])[CH3:68].[Cl-:59].[K+:40].[K+:41].[O:54]=[CH:55][N:56]([CH3:57])[CH3:58]>>[N:8]1([CH2:43][C:44](=[O:45])[O:46][CH2:47][c:48]2[cH:49][cH:50][cH:51][cH:52][cH:53]2)[CH2:9][CH:10]2[CH:11]([CH2:14][N:15]([CH2:16][c:17]3[cH:18][c:19]([O:23][C:24]([F:25])([F:26])[F:27])[cH:20][cH:21][cH:22]3)[C:28](=[O:29])[c:30]3[n:31][cH:32][n:33]([CH3:35])[cH:34]3)[CH:12]2[CH2:13]1. The product is Cn1cnc(C(=O)N(Cc2cccc(OC(F)(F)F)c2)CC2C3CN(CC(=O)OCc4ccccc4)CC32)c1. The reactants are O=C([O-])[O-], CCCO, CC(C)OC(=O)N1CCC(Oc2ncnc(Nc3ccc(I)cc3F)c2C#N)CC1, [Cs+], [Cs+], I[Cu]I, C1COCCO1, c1cnc2c(c1)ccc1cccnc12. Yields the product CCCOc1ccc(Nc2ncnc(OC3CCN(C(=O)OC(C)C)CC3)c2C#N)c(F)c1. RXN SMILES: [C:49](=[O:50])([O-:51])[O-:52].[CH3:31][CH2:32][CH2:33][OH:34].[CH:1]([CH3:2])([CH3:3])[O:4][C:5](=[O:6])[N:7]1[CH2:8][CH2:9][CH:10]([O:13][c:14]2[n:15][cH:16][n:17][c:18]([NH:22][c:23]3[c:24]([F:30])[cH:25][c:26]([I:29])[cH:27][cH:28]3)[c:19]2[C:20]#[N:21])[CH2:11][CH2:12]1.[Cs+:53].[Cs+:54].[Cu:61]([I:62])[I:63].[O:55]1[CH2:56][CH2:57][O:58][CH2:59][CH2:60]1.[cH:35]1[cH:36][c:37]2[cH:38][cH:39][c:40]3[c:41]([c:42]2[n:43][cH:44]1)[n:45][cH:46][cH:47][cH:48]3>>[CH:1]([CH3:2])([CH3:3])[O:4][C:5](=[O:6])[N:7]1[CH2:8][CH2:9][CH:10]([O:13][c:14]2[n:15][cH:16][n:17][c:18]([NH:22][c:23]3[c:24]([F:30])[cH:25][c:26]([O:34][CH2:33][CH2:32][CH3:31])[cH:27][cH:28]3)[c:19]2[C:20]#[N:21])[CH2:11][CH2:12]1.